The task is: describe an organic reaction: reactants, conditions, products, and yield. This data is from the Open Reaction Database (ORD), a public repository of structured organic reaction records. Reactants: CC[O-], ClCCCN1CCC(c2ccccc2)CC1, [Na+], CN(C)C=O, O=C1NC(=O)C(Cc2c[nH]c3ccccc23)N1. Yields the product O=C1NC(Cc2c[nH]c3ccccc23)C(=O)N1CCCN1CCC(c2ccccc2)CC1. Reaction SMILES: [CH3:34][CH2:35][O-:36].[Cl:18][CH2:19][CH2:20][CH2:21][N:22]1[CH2:23][CH2:24][CH:25]([c:28]2[cH:29][cH:30][cH:31][cH:32][cH:33]2)[CH2:26][CH2:27]1.[Na+:37].[O:38]=[CH:39][N:40]([CH3:41])[CH3:42].[nH:1]1[cH:2][c:3]([CH2:10][CH:11]2[C:12](=[O:17])[NH:13][C:14](=[O:16])[NH:15]2)[c:4]2[cH:5][cH:6][cH:7][cH:8][c:9]12>>[nH:1]1[cH:2][c:3]([CH2:10][CH:11]2[C:12](=[O:17])[N:13]([CH2:19][CH2:20][CH2:21][N:22]3[CH2:23][CH2:24][CH:25]([c:28]4[cH:29][cH:30][cH:31][cH:32][cH:33]4)[CH2:26][CH2:27]3)[C:14](=[O:16])[NH:15]2)[c:4]2[cH:5][cH:6][cH:7][cH:8][c:9]12. Reactants: COc1ccc(Sc2ccc(C(=O)Cl)cc2Nc2ncnc3ncccc23)cc1, CO, COc1ccc(Sc2ccc(C(=O)Cl)cc2Nc2ncnc3nc(C(C)C)ccc23)cc1, N#CCc1ccc(N)cc1, Cc1ccc(N)cc1O. Product: COc1ccc(Sc2ccc(C(=O)Nc3ccc(CC#N)cc3)cc2Nc2ncnc3ncccc23)cc1. As a reaction SMILES: [CH3:1][O:2][c:3]1[cH:4][cH:5][c:6]([S:9][c:10]2[c:11]([NH:19][c:20]3[c:21]4[c:22]([n:23][cH:24][n:25]3)[n:26][cH:27][cH:28][cH:29]4)[cH:12][c:13]([C:14](=[O:15])[Cl:16])[cH:17][cH:18]2)[cH:7][cH:8]1.[CH3:81][OH:82].[CH:49]([c:50]1[cH:51][cH:52][c:53]2[c:54]([NH:55][c:56]3[cH:57][c:58]([C:71]([Cl:72])=[O:73])[cH:59][cH:60][c:61]3[S:62][c:63]3[cH:64][cH:65][c:66]([O:67][CH3:68])[cH:69][cH:70]3)[n:74][cH:75][n:76][c:77]2[n:78]1)([CH3:79])[CH3:80].[NH2:30][c:31]1[cH:32][cH:33][c:34]([CH2:35][C:36]#[N:37])[cH:38][cH:39]1.[NH2:40][c:41]1[cH:42][c:43]([OH:44])[c:45]([CH3:46])[cH:47][cH:48]1>>[CH3:1][O:2][c:3]1[cH:4][cH:5][c:6]([S:9][c:10]2[c:11]([NH:19][c:20]3[c:21]4[c:22]([n:23][cH:24][n:25]3)[n:26][cH:27][cH:28][cH:29]4)[cH:12][c:13]([C:14](=[O:15])[NH:30][c:31]3[cH:32][cH:33][c:34]([CH2:35][C:36]#[N:37])[cH:38][cH:39]3)[cH:17][cH:18]2)[cH:7][cH:8]1. The reactants are O=C1CCN(Cc2ccccc2)CC1, CI, [H-], [Na+], C1CCOC1. The product is CC1CN(Cc2ccccc2)CCC1=O. Reaction SMILES: [CH2:3]([c:4]1[cH:5][cH:6][cH:7][cH:8][cH:9]1)[N:10]1[CH2:11][CH2:12][C:13](=[O:16])[CH2:14][CH2:15]1.[CH3:17][I:18].[H-:1].[Na+:2].[O:19]1[CH2:20][CH2:21][CH2:22][CH2:23]1>>[CH2:3]([c:4]1[cH:5][cH:6][cH:7][cH:8][cH:9]1)[N:10]1[CH2:11][CH:12]([CH3:17])[C:13](=[O:16])[CH2:14][CH2:15]1. Reaction SMILES: [F:1][C:2]([F:20])([F:19])[C:3]1[CH:8]=[CH:7][C:6]([C@:9]23[CH2:14][C@H:13]2[CH2:12][N:11]([CH2:15][CH2:16][CH2:17][OH:18])[CH2:10]3)=[CH:5][CH:4]=1.CS([C:25]1[N:30]=[C:29]([O:31][CH2:32][C:33]2[CH:38]=[CH:37][CH:36]=[CH:35][CH:34]=2)[CH:28]=[CH:27][N:26]=1)(=O)=O>CN(C=O)C>[C:33]1([CH2:32][O:31][C:29]2[CH:28]=[CH:27][N:26]=[C:25]([O:18][CH2:17][CH2:16][CH2:15][N:11]3[CH2:12][C@H:13]4[C@:9]([C:6]5[CH:5]=[CH:4][C:3]([C:2]([F:19])([F:1])[F:20])=[CH:8][CH:7]=5)([CH2:14]4)[CH2:10]3)[N:30]=2)[CH:34]=[CH:35][CH:36]=[CH:37][CH:38]=1. Solvent: CN(C)C=O (DMF), CN(C)C=O (DMF). Procedure: To a solution of 3-{(1S,5R)-1-[4-(trifluoromethyl)phenyl]-3-azabicyclo[3.1.0]hex-3-yl}-1-propanol (P11, 144 mg) in dry DMF (1.8 mL) NaH (60% in mineral oil, 24 mg) was added at 0° C. The mixture was stirred at this temperature for 10 min, then at room temperature for 15 min. A solution of 2-(methylsulfonyl)-4-[(phenylmethyl)oxy]pyrimidine (135 mg) in dry DMF (1.1 mL) was then added. The reaction mixture was stirred at room temperature for 5 hours, then hydrolysed with water and extracted with et... Conditions: time 10 minute. Reactants: FC(C1=CC=C(C=C1)[C@]12CN(C[C@@H]2C1)CCCO)(F)F (3-{(1S,5R)-1-[4-(trifluoromethyl)phenyl]-3-azabicyclo[3.1.0]hex-3-yl}-1-propanol), CS(=O)(=O)C1=NC=CC(=N1)OCC1=CC=CC=C1 (2-(methylsulfonyl)-4-[(phenylmethyl)oxy]pyrimidine). Product: C1(=CC=CC=C1)COC1=NC(=NC=C1)OCCCN1C[C@]2(C[C@H]2C1)C1=CC=C(C=C1)C(F)(F)F ((1S,5R)-3-[3-({4-[(phenylmethyl)oxy]-2-pyrimidinyl}oxy)propyl]-1-[4-(trifluoromethyl)phenyl]-3-azabicyclo[3.1.0]hexane). Isolated yield 72.2%. The reactants are CS(C)=O, CC(Cl)c1cscn1, N#C[Na]. Yields the product CC(C#N)c1cscn1. As a reaction SMILES: [CH3:12][S:13]([CH3:14])=[O:15].[Cl:1][CH:2]([CH3:3])[c:4]1[n:5][cH:6][s:7][cH:8]1.[Na:9][C:10]#[N:11]>>[CH:2]([CH3:3])([c:4]1[n:5][cH:6][s:7][cH:8]1)[C:10]#[N:11]. Starting materials: COCCOCCOC (diglyme), [F-].[Cs+] (cesium fluoride), ClC=1C(=NC=CC1)NC(=O)C1=CC2=C(C3=C(OCC2)C=CC=C3)S1 (N-(3-chloropyridin-2-yl)-4,5-dihydrobenzo[b]thieno[2,3-d]oxepine-2-carboxamide), C[Si](N[Si](C)(C)C)(C)C (hexamethyldisilazane), Cl[Si](C)(C)CCl (Chloro(chloromethyl)dimethylsilane). Solvent: O (water), C(C)(=O)OCC (ethyl acetate), C(C)#N (acetonitrile). Yields the product ClC=1C(=NC=CC1)N(C(=O)C1=CC2=C(C3=C(OCC2)C=CC=C3)S1)C (N-(3-chloropyridin-2-yl)-N-methyl-4,5-dihydrobenzo[b]thieno[2,3-d]oxepine-2-carboxamide). As a reaction SMILES: [Cl:1][C:2]1[C:3]([NH:8][C:9]([C:11]2[S:24][C:14]3[C:15]4[CH:23]=[CH:22][CH:21]=[CH:20][C:16]=4[O:17][CH2:18][CH2:19][C:13]=3[CH:12]=2)=[O:10])=[N:4][CH:5]=[CH:6][CH:7]=1.[CH3:25][Si](C)(C)N[Si](C)(C)C.Cl[Si](CCl)(C)C.COCCOCCOC.[F-].[Cs+]>C(#N)C.O.C(OCC)(=O)C>[Cl:1][C:2]1[C:3]([N:8]([CH3:25])[C:9]([C:11]2[S:24][C:14]3[C:15]4[CH:23]=[CH:22][CH:21]=[CH:20][C:16]=4[O:17][CH2:18][CH2:19][C:13]=3[CH:12]=2)=[O:10])=[N:4][CH:5]=[CH:6][CH:7]=1 |f:4.5|. Procedure: To a solution of N-(3-chloropyridin-2-yl)-4,5-dihydrobenzo[b]thieno[2,3-d]oxepine-2-carboxamide in acetonitrile (0.702 ml) was added hexamethyldisilazane (0.029 ml, 0.140 mmol) and heated at reflux for 3 hours. Chloro(chloromethyl)dimethylsilane (0.029 ml, 0.224 mmol) was added to the refluxing solution drop-wise and the reaction mixture was refluxed overnight. Next, the reaction mixture was equilibrated to room temperature and concentrated to a solid residue. This solid was taken into diglyme (...